This data is from the Open Reaction Database (ORD), a public repository of structured organic reaction records. The task is: describe an organic reaction: reactants, conditions, products, and yield The reactants are C(#N)C1=CC=CC2=C1CC(C1=C(S2)C=C(C=C1)F)=NN (9-cyano-3-fluoro-10,11-dihydrodibenzo-[b,f]thiepin-11-one hydrazone), [OH-].[Na+] (sodium hydroxide), O (water). The solvent is C(COCCO)O (diethylene glycol). Conditions: time 2 hour. The product is C(=O)(O)C1=CC=CC2=C1CCC1=C(S2)C=C(C=C1)F (9-carboxy-3-fluoro-10,11-dihydrodibenzo[b,f]thiepin). RXN SMILES: [OH-:1].[Na+].[C:3]([C:5]1[C:10]2[CH2:11][C:12](=NN)[C:13]3[CH:19]=[CH:18][C:17]([F:20])=[CH:16][C:14]=3[S:15][C:9]=2[CH:8]=[CH:7][CH:6]=1)#N.[OH2:23]>C(O)COCCO>[C:3]([C:5]1[C:10]2[CH2:11][CH2:12][C:13]3[CH:19]=[CH:18][C:17]([F:20])=[CH:16][C:14]=3[S:15][C:9]=2[CH:8]=[CH:7][CH:6]=1)([OH:23])=[O:1] |f:0.1|. Procedure: To 1.0 g of sodium hydroxide dissolved in 15 ml of diethylene glycol was added 1.0 g of 9-cyano-3-fluoro-10,11-dihydrodibenzo-[b,f]thiepin-11-one hydrazone and the resulting mixture was heated with stirring at 190°-200° C. for 2 hours. After cooling, water was added to the mixture, which was extracted with benzene. The aqueous layer was acidified with hydrochloric acid and extracted with ethyl acetate. The extract was washed with water and dried over anhydrous sodium sulfate. The solvent was eva... Reactants: [CH3], CCO, [Cl-], O=C(c1ccc(F)cc1)C1CCN(C(=O)c2ccc([N+](=O)[O-])cc2)CC1, [Fe], [NH4+], O. Product: Nc1ccc(C(=O)N2CCC(C(=O)c3ccc(F)cc3)CC2)cc1. Reaction SMILES: [CH3:30].[CH3:32][CH2:33][OH:34].[Cl-:27].[F:1][c:2]1[cH:3][cH:4][c:5]([C:6](=[O:7])[CH:8]2[CH2:9][CH2:10][N:11]([C:14]([c:15]3[cH:16][cH:17][c:18]([N+:21]([O-:22])=[O:23])[cH:19][cH:20]3)=[O:24])[CH2:12][CH2:13]2)[cH:25][cH:26]1.[Fe:31].[NH4+:28].[OH2:29]>>[F:1][c:2]1[cH:3][cH:4][c:5]([C:6](=[O:7])[CH:8]2[CH2:9][CH2:10][N:11]([C:14]([c:15]3[cH:16][cH:17][c:18]([NH2:21])[cH:19][cH:20]3)=[O:24])[CH2:12][CH2:13]2)[cH:25][cH:26]1. Reactants: CCCC[N+](CCCC)(CCCC)CCCC, COc1ccc(COC(CCc2ccc(I)cc2)C(CCO[Si](C)(C)C(C)(C)C)C(=O)OC(C)(C)C)cc1, [F-], C1CCOC1. The product is COc1ccc(COC(CCc2ccc(I)cc2)C(CCO)C(=O)OC(C)(C)C)cc1. Reaction SMILES: [CH2:2]([N+:3]([CH2:4][CH2:5][CH2:6][CH3:7])([CH2:8][CH2:9][CH2:10][CH3:11])[CH2:12][CH2:13][CH2:14][CH3:15])[CH2:16][CH2:17][CH3:18].[CH3:19][C:20]([Si:21]([CH3:22])([CH3:23])[O:24][CH2:25][CH2:26][CH:27]([C:28](=[O:29])[O:30][C:31]([CH3:32])([CH3:33])[CH3:34])[CH:35]([CH2:36][CH2:37][c:38]1[cH:39][cH:40][c:41]([I:44])[cH:42][cH:43]1)[O:45][CH2:46][c:47]1[cH:48][cH:49][c:50]([O:53][CH3:54])[cH:51][cH:52]1)([CH3:55])[CH3:56].[F-:1].[O:57]1[CH2:58][CH2:59][CH2:60][CH2:61]1>>[OH:24][CH2:25][CH2:26][CH:27]([C:28](=[O:29])[O:30][C:31]([CH3:32])([CH3:33])[CH3:34])[CH:35]([CH2:36][CH2:37][c:38]1[cH:39][cH:40][c:41]([I:44])[cH:42][cH:43]1)[O:45][CH2:46][c:47]1[cH:48][cH:49][c:50]([O:53][CH3:54])[cH:51][cH:52]1. Procedure details: from 4-chloro-2-fluoro-5-isopropoxyphenylurea and ethyl acetoacetate using finely powdered Amberlyst®-15 (an organic, polymeric resin having free sulphonyl groups) as the catalyst there is obtained ethyl 3-[3-(4-chloro-2-fluoro-5-isopropoxyphenyl)ureido]crotonate, m.p. 142°-144° C. and from this intermediate in dimethylformamide with sodium hydride there is obtained 3-(4-chloro-2-fluoro-5-isopropoxyphenyl)-6 -methyl-2,4(1H,3H)-pyrimidinedione, m.p. 228°-230° C.; Starting materials: ClC1=CC(=C(C=C1OC(C)C)NC(=O)N)F (4-chloro-2-fluoro-5-isopropoxyphenylurea), C(CC(=O)C)(=O)OCC (ethyl acetoacetate). Yields the product ClC1=CC(=C(C=C1OC(C)C)NC(N\C(=C/C(=O)OCC)\C)=O)F (ethyl 3-[3-(4-chloro-2-fluoro-5-isopropoxyphenyl)ureido]crotonate). Reaction SMILES: [Cl:1][C:2]1[C:7]([O:8][CH:9]([CH3:11])[CH3:10])=[CH:6][C:5]([NH:12][C:13]([NH2:15])=[O:14])=[C:4]([F:16])[CH:3]=1.[C:17]([O:23][CH2:24][CH3:25])(=[O:22])[CH2:18][C:19]([CH3:21])=O>>[Cl:1][C:2]1[C:7]([O:8][CH:9]([CH3:11])[CH3:10])=[CH:6][C:5]([NH:12][C:13](=[O:14])[NH:15]/[C:19](/[CH3:21])=[CH:18]\[C:17]([O:23][CH2:24][CH3:25])=[O:22])=[C:4]([F:16])[CH:3]=1. Starting materials: BrCc1ccccc1, O=C([O-])[O-], [Cs+], [Cs+], [Na+], O=C([O-])O, COC(=O)CC1Nc2ccccc2NC1=O, CN(C)C=O. The product is COC(=O)CC1C(=O)Nc2ccccc2N1Cc1ccccc1. As a reaction SMILES: [Br:23][CH2:24][c:25]1[cH:26][cH:27][cH:28][cH:29][cH:30]1.[C:17](=[O:18])([O-:19])[O-:20].[Cs+:21].[Cs+:22].[Na+:35].[O-:31][C:32]([OH:33])=[O:34].[O:1]=[C:2]1[CH:3]([CH2:12][C:13](=[O:14])[O:15][CH3:16])[NH:4][c:5]2[cH:6][cH:7][cH:8][cH:9][c:10]2[NH:11]1.[O:36]=[CH:37][N:38]([CH3:39])[CH3:40]>>[O:1]=[C:2]1[CH:3]([CH2:12][C:13](=[O:14])[O:15][CH3:16])[N:4]([CH2:24][c:25]2[cH:26][cH:27][cH:28][cH:29][cH:30]2)[c:5]2[cH:6][cH:7][cH:8][cH:9][c:10]2[NH:11]1.